Dataset: the Open Reaction Database (ORD), a public repository of structured organic reaction records. Task: describe an organic reaction: reactants, conditions, products, and yield Starting materials: CS(=O)C (dimethyl sulfoxide), COC=1C=C(C=CC1)O (3-methoxyphenol), [OH-].[K+] (potassium hydroxide), ClC1=C(C=CC=C1)[N+](=O)[O-] (2-chloronitrobenzene). Run in O (water). Conditions: temperature 100 celsius, time 4 hour. Product: [N+](=O)([O-])C1=C(OC=2C=C(C=CC2)OC)C=CC=C1 (3-(2-Nitrophenoxy)anisole). The yield is 97.1%. RXN SMILES: CS(C)=O.[CH3:5][O:6][C:7]1[CH:8]=[C:9]([OH:13])[CH:10]=[CH:11][CH:12]=1.[OH-].[K+].Cl[C:17]1[CH:22]=[CH:21][CH:20]=[CH:19][C:18]=1[N+:23]([O-:25])=[O:24]>O>[N+:23]([C:18]1[CH:19]=[CH:20][CH:21]=[CH:22][C:17]=1[O:13][C:9]1[CH:8]=[C:7]([O:6][CH3:5])[CH:12]=[CH:11][CH:10]=1)([O-:25])=[O:24] |f:2.3|. Reported procedure: To 150 ml of dimethyl sulfoxide were added 19.9 g of 3-methoxyphenol and 9.1 g of potassium hydroxide and the mixture was heated to 70°-80° C. to prepare a homogeneous solution. To this solution was added 21.1 g of 2-chloronitrobenzene and the mixture was stirred at 100° C. for 4 hours. The reaction mixture was then diluted with water and extracted with ether and the ether extract was washed succesively with 10% sodium hydroxide solution and saturated sodium chloride solution. The washed extract... Reactants: CC(=O)OC(C)=O, CSc1nccc2cc(-c3ccc(F)cc3)nn12, O, O=S(=O)(O)O. Product: CSc1nccc2c(C(C)=O)c(-c3ccc(F)cc3)nn12. RXN SMILES: [CH3:25][C:26](=[O:27])[O:28][C:29](=[O:30])[CH3:31].[F:1][c:2]1[cH:3][cH:4][c:5](-[c:8]2[n:9][n:10]3[c:11]([S:17][CH3:18])[n:12][cH:13][cH:14][c:15]3[cH:16]2)[cH:6][cH:7]1.[OH2:24].[S:19](=[O:20])(=[O:21])([OH:22])[OH:23]>>[F:1][c:2]1[cH:3][cH:4][c:5](-[c:8]2[n:9][n:10]3[c:11]([S:17][CH3:18])[n:12][cH:13][cH:14][c:15]3[c:16]2[C:26]([CH3:25])=[O:27])[cH:6][cH:7]1.